This data is from the Open Reaction Database (ORD), a public repository of structured organic reaction records. The task is: describe an organic reaction: reactants, conditions, products, and yield Reactants: C(C1=CC=CC=C1)OC1=C(C=C(C=C1)OC(F)(F)F)I (2-benzyloxy-5-trifluoromethoxyphenyl iodide), C(C1=CC=CC=C1)N1[C@]2(CC([C@@H]1CC[C@]21OCC=C1)C(=O)OC(C)(C)C)C1=CC=CC=C1 ((1R*,2R*,5S*,6RS)-8-benzyl-6-(tert-butoxycarbonyl)-1-phenylspiro[8-azabicyclo[3.2.1]octane-2,2′(5′H)-furan]), C(C1=CC=CC=C1)OC1=C(C=C(C=C1)OC(F)(F)F)I (2-benzyloxy-5-trifluoromethoxyphenyl iodide), [Cl-].[Li+] (lithium chloride), C(=O)[O-].[K+] (potassium formate). Reagents/catalysts: C(C)(=O)[O-].[Pd+2].C(C)(=O)[O-] (palladium(II) acetate), [Cl-].C(CCC)[N+](CCCC)(CCCC)CCCC (tetra-n-butylammonium chloride), C(C)(=O)[O-].[Pd+2].C(C)(=O)[O-] (palladium(II) acetate). Run in CN(C=O)C (N,N-dimethylformamide), O (water). Run at time 20 hour. Yields the product CCCC(C)C (iso-hexane), C(C1=CC=CC=C1)N1[C@]2(CC([C@H]1CC[C@]21OC[C@@H](C1)C1=C(C=CC(=C1)OC(F)(F)F)OCC1=CC=CC=C1)C(=O)OC(C)(C)C)C1=CC=CC=C1 ((1R*,2R*,4′S*,5R*)-8-Benzyl-4′-(2-benzyloxy-5-trifluoromethoxyphenyl)-6-(tert-butoxycarbonyl)-2′,3′,4′,5′-tetrahydro-1-phenylspiro[8-azabicyclo[3.2.1]octane-2,2′-furan]). Isolated yield 119.6%. As a reaction SMILES: [CH2:1]([N:8]1[C@H:12]2[CH2:13][CH2:14][C@@:15]3([CH:19]=[CH:18][CH2:17][O:16]3)[C@:9]1([C:27]1[CH:32]=[CH:31][CH:30]=[CH:29][CH:28]=1)[CH2:10][CH:11]2[C:20]([O:22][C:23]([CH3:26])([CH3:25])[CH3:24])=[O:21])[C:2]1[CH:7]=[CH:6][CH:5]=[CH:4][CH:3]=1.[CH2:33]([O:40][C:41]1[CH:46]=[CH:45][C:44]([O:47][C:48]([F:51])([F:50])[F:49])=[CH:43][C:42]=1I)[C:34]1[CH:39]=[CH:38][CH:37]=[CH:36][CH:35]=1.[Cl-].[Li+].C([O-])=O.[K+]>[Cl-].C([N+](CCCC)(CCCC)CCCC)CCC.C([O-])(=O)C.[Pd+2].C([O-])(=O)C.CN(C)C=O.O>[CH3:5][CH2:4][CH2:3][CH:2]([CH3:7])[CH3:1].[CH2:1]([N:8]1[C@@H:12]2[CH2:13][CH2:14][C@@:15]3([CH2:19][C@@H:18]([C:42]4[CH:43]=[C:44]([O:47][C:48]([F:51])([F:50])[F:49])[CH:45]=[CH:46][C:41]=4[O:40][CH2:33][C:34]4[CH:35]=[CH:36][CH:37]=[CH:38][CH:39]=4)[CH2:17][O:16]3)[C@:9]1([C:27]1[CH:28]=[CH:29][CH:30]=[CH:31][CH:32]=1)[CH2:10][CH:11]2[C:20]([O:22][C:23]([CH3:26])([CH3:25])[CH3:24])=[O:21])[C:2]1[CH:7]=[CH:6][CH:5]=[CH:4][CH:3]=1 |f:2.3,4.5,6.7,8.9.10|. Procedure: A mixture of (1R*,2R*,5S*,6RS)-8-benzyl-6-(tert-butoxycarbonyl)-1-phenylspiro[8-azabicyclo[3.2.1]octane-2,2′(5′H)-furan] (Description 27; 3.1 g, 7.17 mmol), 2-benzyloxy-5-trifluoromethoxyphenyl iodide (8.7 g, 22.1 mmol), tetra-n-butylammonium chloride (2.0 g, 6.2 mmol), lithium chloride (3.45 g, 77.5 mmol), potassium formate (2.8 g, 33 mmol), palladium(II) acetate (250 mg, 1.1 mmol), water (0.5 ml) and N,N-dimethylformamide (30 ml) was stirred at +70° C. for 20 hours. An additional batch of 2-be...